From a dataset of the Open Reaction Database (ORD), a public repository of structured organic reaction records. describe an organic reaction: reactants, conditions, products, and yield Reactants: C1(CCCC1)NC1=C(CSC=2NC=3C(=NC=CC3)N2)C=CC=C1 (2-[2-(N-cyclopentylamino)benzylthio]imidazo[4,5-b]pyridine), ClC1=CC(=CC=C1)C(=O)OO (m-chloroperbenzoic acid). The solvent is C(Cl)(Cl)Cl (chloroform). Product: C1(CCCC1)NC1=C(CS(=O)C=2NC=3C(=NC=CC3)N2)C=CC=C1 (2-[2-(N-cyclopentylamino)benzylsulfinyl]imidazo[4,5-b]pyridine). Reaction SMILES: [CH:1]1([NH:6][C:7]2[CH:23]=[CH:22][CH:21]=[CH:20][C:8]=2[CH2:9][S:10][C:11]2[NH:12][C:13]3[C:14]([N:19]=2)=[N:15][CH:16]=[CH:17][CH:18]=3)[CH2:5][CH2:4][CH2:3][CH2:2]1.ClC1C=CC=C(C(OO)=[O:32])C=1>C(Cl)(Cl)Cl>[CH:1]1([NH:6][C:7]2[CH:23]=[CH:22][CH:21]=[CH:20][C:8]=2[CH2:9][S:10]([C:11]2[NH:12][C:13]3[C:14]([N:19]=2)=[N:15][CH:16]=[CH:17][CH:18]=3)=[O:32])[CH2:2][CH2:3][CH2:4][CH2:5]1. Reported procedure: 2-Mercaptoimidazo[4,5-b]pyridine and 2-(N-cyclopentylamino)benzyl chloride hydrochloride were reacted in an aqueous ethanol solution to obtain 2-[2-(N-cyclopentylamino)benzylthio]-imidazo[4,5-b]pyridine in the same manner as in Example 9-(2). The obtained 2-[2-(N-cyclopentylamino)benzylthio]imidazo[4,5-b]pyridine was oxidized by m-chloroperbenzoic acid in chloroform in the same manner as in Example 9-(3) to give 2-[2-(N-cyclopentylamino)benzylsulfinyl]imidazo[4,5-b]pyridine as a pale yellow crys... Reactants: C(C)(=O)O (acetic acid), C(C)(C)OC1=NC=2C=CC3=C(C2C(=C1)C(F)(F)F)O[C@@H]1[C@H](N3)CCC1 ((7aR,10aS)-7,7a,8,9,10,10a-hexahydro-3-isopropoxy-1-(trifluoromethyl)-cyclopenta[5,6][1,4]oxazino[2,3-f]quinoline), [BH4-].[Na+] (NaBH4). The product is Compound 134, C(C)N1[C@H]2[C@@H](OC=3C=4C(=CC(=NC4C=CC31)OC(C)C)C(F)(F)F)CCC2 ((7aR,10aS)-7-ethyl-7,7a,8,9,10,10a-hexahydro-3-isopropoxy-1-(trifluoromethyl)-cyclopenta[5,6][1,4]oxazino[2,3-f]quinoline). Reaction SMILES: [CH:1]([O:4][C:5]1[CH:14]=[C:13]([C:15]([F:18])([F:17])[F:16])[C:12]2[C:11]3[O:19][C@H:20]4[CH2:25][CH2:24][CH2:23][C@H:21]4[NH:22][C:10]=3[CH:9]=[CH:8][C:7]=2[N:6]=1)([CH3:3])[CH3:2].[BH4-].[Na+].[C:28](O)(=O)[CH3:29]>>[CH2:28]([N:22]1[C:10]2[CH:9]=[CH:8][C:7]3[N:6]=[C:5]([O:4][CH:1]([CH3:3])[CH3:2])[CH:14]=[C:13]([C:15]([F:17])([F:16])[F:18])[C:12]=3[C:11]=2[O:19][C@H:20]2[CH2:25][CH2:24][CH2:23][C@@H:21]12)[CH3:29] |f:1.2|. Procedure details: Compound 134 was prepared according to General Method 5 (EXAMPLE 2) from (7aR,10aS)-7,7a,8,9,10,10a-hexahydro-3-isopropoxy-1-(trifluoromethyl)-cyclopenta[5,6][1,4]oxazino[2,3-f]quinoline (5 mg, 0.014 mmol) and NaBH4 pellets (>10 equiv) in 5 mL acetic acid to afford 5 mg of (7aR,10aS)-7-ethyl-7,7a,8,9,10,10a-hexahydro-3-isopropoxy-1-(trifluoromethyl)-cyclopenta[5,6][1,4]oxazino[2,3-f]quinoline. This material (5 mg, 0.01 mmol) was carried on according to General Method 4 (EXAMPLE 1) by treatment w... Reactants: FC(C=1C=C(C=C(C1)C(F)(F)F)[C@@H]1CC[C@@H](O1)CCC(=O)O)(F)F (3-{(2R,5S)-5-[3,5-bis(trifluoromethyl)phenyl]tetrahydrofuran-2-yl}propanoic acid), NC(CO)(CO)CO (tromethamine). The solvent is CO (methanol), O (water). Reaction conditions: time 2 hour. The product is NC(CO)(CO)CO.FC(C=1C=C(C=C(C1)C(F)(F)F)[C@@H]1CC[C@@H](O1)CCC(=O)O)(F)F (3-{(2R,5S)-5-[3,5-bis(trifluoromethyl)phenyl]tetrahydrofuran-2-yl}propanoate tromethamine). Yield: 94.3%. Reaction SMILES: [F:1][C:2]([F:24])([F:23])[C:3]1[CH:4]=[C:5]([C@H:13]2[O:17][C@@H:16]([CH2:18][CH2:19][C:20]([OH:22])=[O:21])[CH2:15][CH2:14]2)[CH:6]=[C:7]([C:9]([F:12])([F:11])[F:10])[CH:8]=1.[NH2:25][C:26]([CH2:31][OH:32])([CH2:29][OH:30])[CH2:27][OH:28]>CO.O>[NH2:25][C:26]([CH2:31][OH:32])([CH2:29][OH:30])[CH2:27][OH:28].[F:11][C:9]([F:10])([F:12])[C:7]1[CH:6]=[C:5]([C@H:13]2[O:17][C@@H:16]([CH2:18][CH2:19][C:20]([OH:22])=[O:21])[CH2:15][CH2:14]2)[CH:4]=[C:3]([C:2]([F:24])([F:1])[F:23])[CH:8]=1 |f:4.5|. Reported procedure: To a solution of 3-{(2R,5S)-5-[3,5-bis(trifluoromethyl)phenyl]tetrahydrofuran-2-yl}propanoic acid (3.00 g, 8.42 mmol) obtained in Example 36 in methanol (60 mL) was added a solution of tromethamine (1.02 g, 8.42 mmol) in water (5 mL), and the mixture was stirred at room temperature for 2 hr. The solution was concentrated under reduced pressure, and the obtained solid was dissolved in ethyl acetate/toluene (10:1, 50 mL), and concentrated under reduced pressure. The obtained solid was disrupted in... Run in C(CCC)O (n-butanol), C(CCC)O (butanol). Yields the product CC1=C(C(=CC=C1)C)N1C(C2=CC=C(C=C2C1=O)NC1=NC2=CC=CC=C2C(=N1)C1=CC=CC=C1)=O (2-(2,6-dimethylphenyl)-5-[(4-phenylquinazolin-2-yl)amino]-1H-isoindole-1,3(2H)-dione). Isolated yield 42.5%. Procedure: A mixture of 2-chloroquinazoline (0.62 g, 2.6 mmol) and 5-amino-2-(2,6-dimethylphenyl)isoindoline-1,3-dione (0.69 g, 2.6 mmol) in n-butanol (10 mL) was heated at 120° C. until all of the butanol had evaporated. Additional butanol (10 mL) was added and the process repeated twice. After the reaction mixture was cooled, water was added (20 mL). A precipitate which formed was collected by suction filtration. N,N-Dimethylacetamide (5 mL) was added to dissolve the solid which was purified by preparati... Reactants: ClC1=NC2=CC=CC=C2C=N1 (2-chloroquinazoline), NC=1C=C2C(N(C(C2=CC1)=O)C1=C(C=CC=C1C)C)=O (5-amino-2-(2,6-dimethylphenyl)isoindoline-1,3-dione). As a reaction SMILES: Cl[C:2]1[N:11]=[CH:10][C:9]2[C:4](=[CH:5][CH:6]=[CH:7][CH:8]=2)[N:3]=1.[NH2:12][C:13]1[CH:14]=[C:15]2[C:19](=[CH:20][CH:21]=1)[C:18](=[O:22])[N:17]([C:23]1[C:28]([CH3:29])=[CH:27][CH:26]=[CH:25][C:24]=1[CH3:30])[C:16]2=[O:31]>C(O)CCC>[CH3:29][C:28]1[CH:27]=[CH:26][CH:25]=[C:24]([CH3:30])[C:23]=1[N:17]1[C:16](=[O:31])[C:15]2[C:19](=[CH:20][CH:21]=[C:13]([NH:12][C:2]3[N:11]=[C:10]([C:4]4[CH:9]=[CH:8][CH:7]=[CH:6][CH:5]=4)[C:9]4[C:4](=[CH:5][CH:6]=[CH:7][CH:8]=4)[N:3]=3)[CH:14]=2)[C:18]1=[O:22]. The reactants are CN(C(C(CC(=O)OC(C)(C)C)C1=CC=C(C=C1)OCC1=CC(=CC(=C1)C(F)(F)F)C(F)(F)F)=O)[C@@H](C(=O)OC)C (Methyl 2-{N-Methyl-N-[(R/S)-α-t-butoxycarbonylmethyl-4-(3,5-bistrifluoromethylbenzyloxy)phenylacetyl]amino}-(R)-propionate), C(=O)(C(F)(F)F)O (TFA). The solvent is C(Cl)Cl (CH2Cl2). Product: CN(C(C(CC(=O)O)C1=CC=C(C=C1)OCC1=CC(=CC(=C1)C(F)(F)F)C(F)(F)F)=O)[C@@H](C(=O)OC)C (Methyl 2-{N-Methyl-N-[(R/S)-α-hydroxycarbonylmethyl-4-(3,5-bistrifluoromethylbenzyloxy)phenylacetyl]amino}-(R)-propionate). Yield: 110.4%. RXN SMILES: [CH3:1][N:2]([C@H:36]([CH3:41])[C:37]([O:39][CH3:40])=[O:38])[C:3](=[O:35])[CH:4]([C:13]1[CH:18]=[CH:17][C:16]([O:19][CH2:20][C:21]2[CH:26]=[C:25]([C:27]([F:30])([F:29])[F:28])[CH:24]=[C:23]([C:31]([F:34])([F:33])[F:32])[CH:22]=2)=[CH:15][CH:14]=1)[CH2:5][C:6]([O:8]C(C)(C)C)=[O:7].C(O)(C(F)(F)F)=O>C(Cl)Cl>[CH3:1][N:2]([C@H:36]([CH3:41])[C:37]([O:39][CH3:40])=[O:38])[C:3](=[O:35])[CH:4]([C:13]1[CH:14]=[CH:15][C:16]([O:19][CH2:20][C:21]2[CH:22]=[C:23]([C:31]([F:33])([F:34])[F:32])[CH:24]=[C:25]([C:27]([F:28])([F:29])[F:30])[CH:26]=2)=[CH:17][CH:18]=1)[CH2:5][C:6]([OH:8])=[O:7]. Procedure: Methyl 2-{N-methyl-N-[(R/S)-α-t-butoxycarbonylmethyl-4-(3,5-bistrifluoromethylbenzyloxy)phenylacetyl]amino}-(R)-propionate 48e (1.46 g, 2.47 mmol) was treated with 50% TFA in CH2Cl2 (20 mL) for 1 hour and the solution was concentrated in vacuo to give the acid (1.46 g, 100%) as a syrup. MS (ESI): (M+H)+=535.9. Starting materials: CC1=NN=NN1C=1C=C(C=CC1)CC#N (3-(5-methyl-tetrazol-1-yl)-phenyl-acetonitrile). Run in C1CCOC1 (THF), C1CCOC1 (THF). Conditions: temperature 80 celsius, time 1 hour. Product: CC1=NN=NN1C=1C=C(C=CC1)CCN (2-[3-(5-Methyl-tetrazol-1-yl)-phenyl]-ethylamine). The yield is 46.7%. Reaction SMILES: [CH3:1][C:2]1[N:6]([C:7]2[CH:8]=[C:9]([CH2:13][C:14]#[N:15])[CH:10]=[CH:11][CH:12]=2)[N:5]=[N:4][N:3]=1>C1COCC1>[CH3:1][C:2]1[N:6]([C:7]2[CH:8]=[C:9]([CH2:13][CH2:14][NH2:15])[CH:10]=[CH:11][CH:12]=2)[N:5]=[N:4][N:3]=1. Procedure: To a solution of 3-(5-methyl-tetrazol-1-yl)-phenyl-acetonitrile (180 mg, 0.90 mmol) in THF (3 mL) was added a solution of borane-methyl sulfide complex in THF (2M, 0.8 mL, 1.60 mmol) slowly at 0° C. and the resulting mixture was refluxed at 80° C. under nitrogen for 2 h. The reaction was quenched with MeOH and stirred at room temperature for 1 h. The mixture was concentrated to give the crude product, which was purified by silica gel column chromatography (10-26% ethyl acetate in petroleum ether...